This data is from the Open Reaction Database (ORD), a public repository of structured organic reaction records. The task is: describe an organic reaction: reactants, conditions, products, and yield The reactants are product, ClC1=C(C=NC2=C(C=CC=C12)OC)C#N (4-chloro-8-methoxy -3-quinolinecarbonitrile), N1=CC=CC=C1 (pyridine), Cl.CN(C=1C=C(N)C=CC1)C (3-dimethylaminoaniline hydrochloride). The solvent is C(C)OCCO (2-ethoxyethanol). Conditions: temperature 100 celsius. Product: CN(C=1C=C(C=CC1)NC1=C(C=NC2=C(C=CC=C12)OC)C#N)C (4(3-Dimethylamino-phenylamino)-8-methoxy-quinoline-3-carbonitrile). RXN SMILES: Cl[C:2]1[C:11]2[C:6](=[C:7]([O:12][CH3:13])[CH:8]=[CH:9][CH:10]=2)[N:5]=[CH:4][C:3]=1[C:14]#[N:15].N1C=CC=CC=1.Cl.[CH3:23][N:24]([CH3:32])[C:25]1[CH:26]=[C:27]([CH:29]=[CH:30][CH:31]=1)[NH2:28]>C(OCCO)C>[CH3:23][N:24]([CH3:32])[C:25]1[CH:26]=[C:27]([NH:28][C:2]2[C:11]3[C:6](=[C:7]([O:12][CH3:13])[CH:8]=[CH:9][CH:10]=3)[N:5]=[CH:4][C:3]=2[C:14]#[N:15])[CH:29]=[CH:30][CH:31]=1 |f:2.3|. Procedure: Using an analogous procedure to that described in Example 274. A reaction mixture of 250.0 mg (1.1 mmol) of 4-chloro-8-methoxy -3-quinolinecarbonitrile, 273.3 mg (3.0 mmol) of pyridine and 261.4 mg (1.25 mmol) of 3-dimethylaminoaniline hydrochloride in 10 mL of 2-ethoxyethanol was heated at 100° C. for 1.5 hr. The work up gave 294.8 mg (73.4%) of the product as a deep greenish yellow solid, m.p. 222-225° C., mass spectrum (electrospray, m/e): M+H 319.0.